The task is: describe an organic reaction: reactants, conditions, products, and yield. This data is from the Open Reaction Database (ORD), a public repository of structured organic reaction records. Starting materials: C(C)(C)NC(=O)C1=CN(C2=NC=CC=C2C1=O)C1=CC(=CC=C1)C#CC1=CC=NC=C1 (N-Isopropyl-1-[3-(4-pyridinylethynyl)phenyl]-1,4-dihydro[1,8]naphthyridin-4-one-3-carboxamide), O.O.O.O.O.O.C(C=1C(C(=O)[O-])=CC=CC1)(=O)O[O-].[Mg+2] (magnesium monoperoxyphthalate hexahydrate), O.O.O.O.O.O.C(C=1C(C(=O)[O-])=CC=CC1)(=O)O[O-].[Mg+2] (MMPP). Solvent: C(Cl)Cl (methylene chloride), CO (methanol). Conditions: time 8 hour. Product: C(C)(C)NC(=O)C1=CN(C2=NC=CC=C2C1=O)C1=CC(=CC=C1)C#CC1=CC=[N+](C=C1)[O-] (N-Isopropyl-1-[3-(1-oxido-4-pyridinylethynyl)phenyl]-1,4-dihydro[1,8]naphthyridin-4-one-3-carboxamide). RXN SMILES: [CH:1]([NH:4][C:5]([C:7]1[C:16](=[O:17])[C:15]2[C:10](=[N:11][CH:12]=[CH:13][CH:14]=2)[N:9]([C:18]2[CH:23]=[CH:22][CH:21]=[C:20]([C:24]#[C:25][C:26]3[CH:31]=[CH:30][N:29]=[CH:28][CH:27]=3)[CH:19]=2)[CH:8]=1)=[O:6])([CH3:3])[CH3:2].O.O.O.O.O.O.C(O[O-])(=O)C1C(=CC=CC=1)C([O-])=[O:42].[Mg+2]>C(Cl)Cl.CO>[CH:1]([NH:4][C:5]([C:7]1[C:16](=[O:17])[C:15]2[C:10](=[N:11][CH:12]=[CH:13][CH:14]=2)[N:9]([C:18]2[CH:23]=[CH:22][CH:21]=[C:20]([C:24]#[C:25][C:26]3[CH:27]=[CH:28][N+:29]([O-:42])=[CH:30][CH:31]=3)[CH:19]=2)[CH:8]=1)=[O:6])([CH3:3])[CH3:2] |f:1.2.3.4.5.6.7.8|. Reported procedure: To a solution of N-Isopropyl-1-[3-(4-pyridinylethynyl)phenyl]-1,4-dihydro[1,8]naphthyridin-4-one-3-carboxamide from EXAMPLE 3 in methylene chloride (36 mL/mmol) and methanol (3 mL/mmol) was added magnesium monoperoxyphthalate hexahydrate (MMPP, 3.6 eq) and the mixture was stirred at room temperature overnight. A further amount of MMPP (2 eq) was added and stirring was continued for 24 hours. The resulting mixture was filtered through a bed of celite, the filtrate was diluted with methylene chlor...